Dataset: the Open Reaction Database (ORD), a public repository of structured organic reaction records. Task: describe an organic reaction: reactants, conditions, products, and yield Reactants: C1CC(=O)N(C1=O)Br (NBS), COC=1C=CC2=C(C(C=3NC4=CC(=CC=C4C3C2=O)C#N)(C)C)C1 (8-Methoxy-6,6-dimethyl-11-oxo-6,11-dihydro-5H-benzo[b]carbazole-3-carbonitrile), O (water). Solvent: CC#N (CH3CN). Conditions: temperature 80 celsius, time 8 hour. Yields the product BrC=1C=C2C=3C(C4=C(C(C3NC2=CC1C#N)(C)C)C=C(C=C4)OC)=O (2-Bromo-8-methoxy-6,6-dimethyl-11-oxo-6,11-dihydro-5H-benzo[b]carbazole-3-carbonitrile). As a reaction SMILES: [CH3:1][O:2][C:3]1[CH:4]=[CH:5][C:6]2[C:18](=[O:19])[C:17]3[C:16]4[C:11](=[CH:12][C:13]([C:20]#[N:21])=[CH:14][CH:15]=4)[NH:10][C:9]=3[C:8]([CH3:23])([CH3:22])[C:7]=2[CH:24]=1.C1C(=O)N([Br:32])C(=O)C1.O>CC#N>[Br:32][C:14]1[CH:15]=[C:16]2[C:11](=[CH:12][C:13]=1[C:20]#[N:21])[NH:10][C:9]1[C:8]([CH3:22])([CH3:23])[C:7]3[CH:24]=[C:3]([O:2][CH3:1])[CH:4]=[CH:5][C:6]=3[C:18](=[O:19])[C:17]2=1. Procedure details: 8-Methoxy-6,6-dimethyl-11-oxo-6,11-dihydro-5H-benzo[b]carbazole-3-carbonitrile (Compound A5-2, 50 mg, 0.158 mmol) was dissolved in CH3CN (1 mL), added with NBS (56 mg, 2 eq.), and stirred at 80° C. overnight. The reaction solution was added to water, and then extracted with ethyl acetate. The organic layer was washed with saturated brine and dried over sodium sulfate. The drying agent was removed by filtration and the residues obtained after concentration under reduced pressure were added with M... Starting materials: BrC=1C=NC(=NC1)N (5-bromopyrimidin-2-amine), FC=1C=C(C=CC1O)B(O)O ((3-fluoro-4-hydroxyphenyl)boronic acid), C([O-])([O-])=O.[Na+].[Na+] (sodium carbonate). Reagents/catalysts: C=1C=CC(=CC1)[P](C=2C=CC=CC2)(C=3C=CC=CC3)[Pd]([P](C=4C=CC=CC4)(C=5C=CC=CC5)C=6C=CC=CC6)([P](C=7C=CC=CC7)(C=8C=CC=CC8)C=9C=CC=CC9)[P](C=1C=CC=CC1)(C=1C=CC=CC1)C=1C=CC=CC1 (tetrakis(triphenylphosphine)palladium). Run in C(C)O (ethanol), O (water), C1(=CC=CC=C1)C (toluene). Run at temperature 120 celsius. Yields the product NC1=NC=C(C=N1)C1=CC(=C(C=C1)O)F (4-(2-aminopyrimidin-5-yl)-2-fluorophenol). Reaction SMILES: Br[C:2]1[CH:3]=[N:4][C:5]([NH2:8])=[N:6][CH:7]=1.[F:9][C:10]1[CH:11]=[C:12](B(O)O)[CH:13]=[CH:14][C:15]=1[OH:16].C(=O)([O-])[O-].[Na+].[Na+]>C(O)C.O.C1(C)C=CC=CC=1.C1C=CC([P]([Pd]([P](C2C=CC=CC=2)(C2C=CC=CC=2)C2C=CC=CC=2)([P](C2C=CC=CC=2)(C2C=CC=CC=2)C2C=CC=CC=2)[P](C2C=CC=CC=2)(C2C=CC=CC=2)C2C=CC=CC=2)(C2C=CC=CC=2)C2C=CC=CC=2)=CC=1>[NH2:8][C:5]1[N:4]=[CH:3][C:2]([C:12]2[CH:13]=[CH:14][C:15]([OH:16])=[C:10]([F:9])[CH:11]=2)=[CH:7][N:6]=1 |f:2.3.4,^1:40,42,61,80|. Reported procedure: A mixture of 5-bromopyrimidin-2-amine (3.3 g, 19 mmol), (3-fluoro-4-hydroxyphenyl)boronic acid (2.7 g, 17 mmol), tetrakis(triphenylphosphine)palladium (0.6 g, 0.5 mmol), sodium carbonate (18.3 g, 172 mmol) in ethanol (15 mL), water (5 mL) and toluene (15 mL) was heated at 120° C. for 3 h. The volatiles were removed under reduced pressure. The residue was diluted with EtOAc, washed with water and brine, dried over MgSO4, filtered, and concentrated to obtain the desired product which was directly ... Reactants: COC(CNC1=C(C=CC=C1)C(CCC1CCN(CC1)CC1=CN=C(S1)C1=NC=CC=C1)=O)OC (1-(2-(2,2-Dimethoxyethylamino)phenyl)-3-(1-((2-(pyridin-2-yl)thiazol-5-yl)methyl)piperidin-4-yl)propan-1-one), C(C)(C)N(CC)C(C)C (diisopropylethylamine), ClC(C(=O)OC)=O (methyl 2-chloro-2-oxoacetate). Solvent: C(C)(=O)OCC (ethyl acetate), ClCCl (dichloromethane). Run at time 2 hour. Yields the product COC(CN(C(C(=O)OC)=O)C1=C(C=CC=C1)C(CCC1CCN(CC1)CC1=CN=C(S1)C1=NC=CC=C1)=O)OC (Methyl 2-((2,2-dimethoxyethyl)(2-(3-(1-((2-(pyridin-2-yl)thiazol-5-yl)methyl)piperidin-4-yl)propanoyl)phenyl)amino)-2-oxoacetate). Reaction SMILES: [CH3:1][O:2][CH:3]([O:34][CH3:35])[CH2:4][NH:5][C:6]1[CH:11]=[CH:10][CH:9]=[CH:8][C:7]=1[C:12](=[O:33])[CH2:13][CH2:14][CH:15]1[CH2:20][CH2:19][N:18]([CH2:21][C:22]2[S:26][C:25]([C:27]3[CH:32]=[CH:31][CH:30]=[CH:29][N:28]=3)=[N:24][CH:23]=2)[CH2:17][CH2:16]1.C(N(C(C)C)CC)(C)C.Cl[C:46](=[O:51])[C:47]([O:49][CH3:50])=[O:48]>ClCCl.C(OCC)(=O)C>[CH3:35][O:34][CH:3]([O:2][CH3:1])[CH2:4][N:5]([C:6]1[CH:11]=[CH:10][CH:9]=[CH:8][C:7]=1[C:12](=[O:33])[CH2:13][CH2:14][CH:15]1[CH2:20][CH2:19][N:18]([CH2:21][C:22]2[S:26][C:25]([C:27]3[CH:32]=[CH:31][CH:30]=[CH:29][N:28]=3)=[N:24][CH:23]=2)[CH2:17][CH2:16]1)[C:46](=[O:51])[C:47]([O:49][CH3:50])=[O:48]. Procedure: To a solution of the compound prepared in Example 323 (555 mg) in dichloromethane (7.0 mL) at 0° C. was added diisopropylethylamine (0.59 mL) followed by methyl 2-chloro-2-oxoacetate (0.16 mL). The reaction was allowed to warm to room temperature and then stirred for 2 hours. The solution was diluted with ethyl acetate, washed with saturated aqueous sodium bicarbonate solution and brine. The organics were dried over magnesium sulfate, filtered and concentrated under reduced pressure to afford th... Reactants: OC1=CC=C(C=O)C=C1 (4-hydroxybenzaldehyde), CC(=O)C (acetone), [OH-].[Na+] (sodium hydroxide), O (water). Run in C(C)O (ethanol). Conditions: time 15 minute. Yields the product OC1=CC=C(C=C1)C=CC(C=CC1=CC=C(C=C1)O)=O (1,5-Bis(4-hydroxyphenyl)-1,4-pentadien-3-one). The yield is 38.9%. RXN SMILES: [OH:1][C:2]1[CH:9]=[CH:8][C:5]([CH:6]=O)=[CH:4][CH:3]=1.[CH3:10][C:11]([CH3:13])=[O:12].[OH-:14].[Na+].O>C(O)C>[OH:1][C:2]1[CH:9]=[CH:8][C:5]([CH:6]=[CH:9][C:2](=[O:14])[CH:3]=[CH:4][C:5]2[CH:8]=[CH:13][C:11]([OH:12])=[CH:10][CH:6]=2)=[CH:4][CH:3]=1 |f:2.3|. Procedure details: 4-Hydroxybenzaldehyde (1f, 2.00 g, 16.4 mmol) and acetone (19, 0.61 ml, 8.3 mmol) were combined in ethanol (30 ml) and stirred for 15 min at room temperature. A solution of sodium hydroxide (1.00 g, 25.0 mmol) and water (30 ml) was added and the mixture stirred for 4 hr at room temperature. The resulting mixture was extracted into ethyl acetate, washed with saturated sodium chloride, dried over magnesium sulfate, filtered and evaporated to afford a solid. The crude solid was recrystallized from ... Starting materials: CN(CCCNCS(=O)(=O)c1cccc(Cl)c1Cl)C(=O)CCc1ccc(C#N)cc1, NCCN, S. Reaction SMILES: [C:1](#[N:2])[c:3]1[cH:4][cH:5][c:6]([CH2:9][CH2:10][C:11](=[O:12])[N:13]([CH3:14])[CH2:15][CH2:16][CH2:17][NH:18][CH2:19][S:20](=[O:21])(=[O:22])[c:23]2[c:24]([Cl:30])[c:25]([Cl:29])[cH:26][cH:27][cH:28]2)[cH:7][cH:8]1.[NH2:32][CH2:33][CH2:34][NH2:35].[S:31]>>[C:1]1([c:3]2[cH:4][cH:5][c:6]([CH2:9][CH2:10][C:11](=[O:12])[N:13]([CH3:14])[CH2:15][CH2:16][CH2:17][NH:18][CH2:19][S:20](=[O:21])(=[O:22])[c:23]3[c:24]([Cl:30])[c:25]([Cl:29])[cH:26][cH:27][cH:28]3)[cH:7][cH:8]2)=[N:2][CH2:34][CH2:33][NH:32]1. The product is CN(CCCNCS(=O)(=O)c1cccc(Cl)c1Cl)C(=O)CCc1ccc(C2=NCCN2)cc1. Starting materials: ClC=1C=C(C=CC1Cl)C1=CC=C(C=C1)C(CC(=O)O)(C)O (3-(3',4'-dichloro-4-biphenylyl)-3-hydroxybutyric acid), C1(=CC=C(C=C1)S(=O)(=O)O)C (p-toluenesulfonic acid). Run in C1(=CC=CC=C1)C (toluene). Yields the product ClC=1C=C(C=CC1Cl)C1=CC=C(C=C1)C(=CC(=O)O)C (3-(3',4'-dichloro-4-biphenylyl)-2-butenoic acid). RXN SMILES: [Cl:1][C:2]1[CH:3]=[C:4]([C:9]2[CH:14]=[CH:13][C:12]([C:15](O)([CH3:20])[CH2:16][C:17]([OH:19])=[O:18])=[CH:11][CH:10]=2)[CH:5]=[CH:6][C:7]=1[Cl:8].C1(C)C=CC(S(O)(=O)=O)=CC=1>C1(C)C=CC=CC=1>[Cl:1][C:2]1[CH:3]=[C:4]([C:9]2[CH:14]=[CH:13][C:12]([C:15]([CH3:20])=[CH:16][C:17]([OH:19])=[O:18])=[CH:11][CH:10]=2)[CH:5]=[CH:6][C:7]=1[Cl:8]. Reported procedure: 1 g. of 3-(3',4'-dichloro-4-biphenylyl)-3-hydroxybutyric acid and 0.1 g. of p-toluenesulfonic acid in 35 ml. of toluene are heated under reflux for 3 hours and water by-product is removed. The reaction mixture is worked up to give 3-(3',4'-dichloro-4-biphenylyl)-2-butenoic acid. Starting materials: CNC1=NC2=C(C(O1)=O)C(=CC=C2)C (2-methylamino-5-methyl-4H-3,1-benzoxazin-4-one), C(C)(=O)OC(C)=O (acetic anhydride), N1=CC=CC=C1 (pyridine), CN(C)C1=NC=CC=C1 (dimethylaminopyridine). The solvent is O1CCCC1 (tetrahydrofuran). Reaction conditions: time 3 day. The product is CCC(=O)NC1=NC2=C(C(O1)=O)C(=CC=C2)C (2-(N-methylacetylamino)-5-methyl-4H-3,1-benzoxazin-4-one). Reaction SMILES: [CH3:1][NH:2][C:3]1[O:8][C:7](=[O:9])[C:6]2[C:10]([CH3:14])=[CH:11][CH:12]=[CH:13][C:5]=2[N:4]=1.C(OC(=O)C)(=[O:17])C.N1[CH:27]=[CH:26]C=CC=1.CN(C1C=CC=CN=1)C>O1CCCC1>[CH3:26][CH2:27][C:1]([NH:2][C:3]1[O:8][C:7](=[O:9])[C:6]2[C:10]([CH3:14])=[CH:11][CH:12]=[CH:13][C:5]=2[N:4]=1)=[O:17]. Procedure details: To a solution of 200 mg 2-methylamino-5-methyl-4H-3,1-benzoxazin-4-one, prepared as described in Example I, above, in 20 ml of dry tetrahydrofuran, was added 3 ml of acetic anhydride, 3 ml of pyridine and 25 mg of dimethylaminopyridine. The solution was stirred at room temperature for 3 days. The solvent was removed under reduced pressure, and remaining trace amounts of acetic anhydride and pyridine were removed by azeotroping with toluene. The residue was purified by column chromatography over ... The reactants are BrC=1C=C(C=2C=NNC2C1)C(=O)NNC(CN1CCOCC1)=O (6-Bromo-N′-(4-morpholinylacetyl)-1H-indazole-4-carbohydrazide), O1CCCC=C1 (3,4-dihydro-2H-pyran), O1CCCC=C1 (3,4-dihydro-2H-pyran), FC(C(=O)O)(F)F (trifluoroacetic acid). Reagents/catalysts: FC(C(=O)O)(F)F (Trifluoroacetic acid). Run in C(C)(=O)OCC (ethyl acetate), C(C)(=O)OCC (ethyl acetate). Run at temperature 50 celsius, time 1.5 hour. Product: BrC=1C=C(C=2C=NN(C2C1)C1OCCCC1)C(=O)NNC(CN1CCOCC1)=O (6-Bromo-N′-(4-morpholinylacetyl)-1-(tetrahydro-2H-pyran-2-yl)-1H-indazole-4-carbohydrazide). The yield is 70.3%. RXN SMILES: [Br:1][C:2]1[CH:3]=[C:4]([C:11]([NH:13][NH:14][C:15](=[O:23])[CH2:16][N:17]2[CH2:22][CH2:21][O:20][CH2:19][CH2:18]2)=[O:12])[C:5]2[CH:6]=[N:7][NH:8][C:9]=2[CH:10]=1.[O:24]1[CH:29]=[CH:28][CH2:27][CH2:26][CH2:25]1.FC(F)(F)C(O)=O>C(OCC)(=O)C.FC(F)(F)C(O)=O>[Br:1][C:2]1[CH:3]=[C:4]([C:11]([NH:13][NH:14][C:15](=[O:23])[CH2:16][N:17]2[CH2:22][CH2:21][O:20][CH2:19][CH2:18]2)=[O:12])[C:5]2[CH:6]=[N:7][N:8]([CH:25]3[CH2:26][CH2:27][CH2:28][CH2:29][O:24]3)[C:9]=2[CH:10]=1. Reported procedure: 6-Bromo-N′-(4-morpholinylacetyl)-1H-indazole-4-carbohydrazide (0.232 g, 0.607 mmol) in ethyl acetate (3 ml) was treated with 3,4-dihydro-2H-pyran (0.111 ml, 1.214 mmol) then heated to 50° C. under nitrogen. Trifluoroacetic acid (4 drops) was added and heating continued for 1.5 h at 50° C. A further portion of 3,4-dihydro-2H-pyran (0.111 ml, 1.214 mmol) and trifluoroacetic acid (0.047 ml, 0.607 mmol) were added and heating continued for a further 1.5 h. The solution was left to stand at room temp... Starting materials: CCN(CC)P1(=NC(C)(C)C)N(C)CCCN1C, Cc1ccccc1, CC(NC(=O)c1cc(Cl)cnc1Cl)c1ccc(C(=O)OC(C)(C)C)cc1, Oc1cccc(-c2nccs2)c1. Product: CC(NC(=O)c1cc(Cl)cnc1Oc1cccc(-c2nccs2)c1)c1ccc(C(=O)OC(C)(C)C)cc1. RXN SMILES: [C:39]([N:40]=[P:41]1([N:42]([CH2:43][CH3:44])[CH2:45][CH3:46])[N:47]([CH3:48])[CH2:49][CH2:50][CH2:51][N:52]1[CH3:53])([CH3:54])([CH3:55])[CH3:56].[CH3:57][c:58]1[cH:59][cH:60][cH:61][cH:62][cH:63]1.[Cl:1][c:2]1[n:3][cH:4][c:5]([Cl:26])[cH:6][c:7]1[C:8](=[O:9])[NH:10][CH:11]([CH3:12])[c:13]1[cH:14][cH:15][c:16]([C:17](=[O:18])[O:19][C:20]([CH3:21])([CH3:22])[CH3:23])[cH:24][cH:25]1.[s:27]1[c:28](-[c:32]2[cH:33][c:34]([OH:38])[cH:35][cH:36][cH:37]2)[n:29][cH:30][cH:31]1>>[c:2]1([O:38][c:34]2[cH:33][c:32](-[c:28]3[s:27][cH:31][cH:30][n:29]3)[cH:37][cH:36][cH:35]2)[n:3][cH:4][c:5]([Cl:26])[cH:6][c:7]1[C:8](=[O:9])[NH:10][CH:11]([CH3:12])[c:13]1[cH:14][cH:15][c:16]([C:17](=[O:18])[O:19][C:20]([CH3:21])([CH3:22])[CH3:23])[cH:24][cH:25]1. The reactants are CN1CCOCC1 (4-methylmorpholine), [N+](=O)([O-])C1=C(C=CC=C1)S(=O)(=O)N1CC=2C=CC=C(CN(CCCNCC1)S(=O)(=O)C1=C(C=CC=C1)[N+](=O)[O-])N2 (3,10-bis(2-nitrobenzenesulfonyl)-3,6,10,16-tetraazabicyclo-[10.3.1]hexadeca-1(16),12,14-triene), C=1C=CC2=C(C1)N=NN2O (HOBT), C1(=CC=C2C=CC3=CC=CC4=CC=C1C2=C34)C(=O)O (1-pyrenecarboxylic acid), C1CCC(CC1)N=C=NC2CCCCC2 (DCC). Solvent: CN(C)C=O (DMF), C(Cl)Cl (CH2Cl2). Yields the product C1(=CC=C2C=CC3=CC=CC4=CC=C1C2=C34)C(=O)N3CCN(CC=4C=CC=C(CN(CCC3)S(=O)(=O)C3=C(C=CC=C3)[N+](=O)[O-])N4)S(=O)(=O)C4=C(C=CC=C4)[N+](=O)[O-] (6-(1-Pyrenecarbonyl)-3,10-bis(2-nitrobenzenesulfonyl)-3,6,10,16-tetraazabicyclo[10.3.1]hexadeca-1(16),12,14-triene). The yield is 85.5%. Reaction SMILES: [N+:1]([C:4]1[CH:9]=[CH:8][CH:7]=[CH:6][C:5]=1[S:10]([N:13]1[CH2:27][CH2:26][NH:25][CH2:24][CH2:23][CH2:22][N:21]([S:28]([C:31]2[CH:36]=[CH:35][CH:34]=[CH:33][C:32]=2[N+:37]([O-:39])=[O:38])(=[O:30])=[O:29])[CH2:20][C:19]2[N:40]=[C:15]([CH:16]=[CH:17][CH:18]=2)[CH2:14]1)(=[O:12])=[O:11])([O-:3])=[O:2].[C:41]1([C:57](O)=[O:58])[C:54]2[C:55]3=[C:56]4[C:51](=[CH:52][CH:53]=2)[CH:50]=[CH:49][CH:48]=[C:47]4[CH:46]=[CH:45][C:44]3=[CH:43][CH:42]=1.C1CCC(N=C=NC2CCCCC2)CC1.C1C=CC2N(O)N=NC=2C=1.CN1CCOCC1>C(Cl)Cl.CN(C=O)C>[C:41]1([C:57]([N:25]2[CH2:24][CH2:23][CH2:22][N:21]([S:28]([C:31]3[CH:36]=[CH:35][CH:34]=[CH:33][C:32]=3[N+:37]([O-:39])=[O:38])(=[O:30])=[O:29])[CH2:20][C:19]3[N:40]=[C:15]([CH:16]=[CH:17][CH:18]=3)[CH2:14][N:13]([S:10]([C:5]3[CH:6]=[CH:7][CH:8]=[CH:9][C:4]=3[N+:1]([O-:3])=[O:2])(=[O:12])=[O:11])[CH2:27][CH2:26]2)=[O:58])[C:54]2[C:55]3=[C:56]4[C:51](=[CH:52][CH:53]=2)[CH:50]=[CH:49][CH:48]=[C:47]4[CH:46]=[CH:45][C:44]3=[CH:43][CH:42]=1. Procedure details: The title compound was prepared following the procedures illustrated above in Example 75 using 3,10-bis(2-nitrobenzenesulfonyl)-3,6,10,16-tetraazabicyclo-[10.3.1]hexadeca-1(16),12,14-triene (0.59 g, 1.0 mmol), 1-pyrenecarboxylic acid (0.25 g, 1.0 mmol), DCC (0.21 g, 1.0 mmol), HOBT (0.14 g, 1.0 mmol) and 4-methylmorpholine (0.15 g, 1.5 mmol) in 20 mL of CH2Cl2 and 10 mL of DMF. The compound was purified by flash chromatography on a silica gel column using 200:1 CH2Cl2—MeOH as an eluent to give 0...